From a dataset of the Open Reaction Database (ORD), a public repository of structured organic reaction records. describe an organic reaction: reactants, conditions, products, and yield Reactants: FC1=C(C#N)C=C(C=C1)[N+](=O)[O-] (2-fluoro-5-nitrobenzonitrile), NC=1C=C(C=CC1)O (3-aminophenol), C([O-])([O-])=O.[K+].[K+] (potassium carbonate). Run in CN(C=O)C (N,N-dimethylformamide). Run at temperature 60 celsius, time 2 hour. Yields the product NC=1C=C(OC2=C(C#N)C=C(C=C2)[N+](=O)[O-])C=CC1 (2-(3-aminophenoxy)-5-nitrobenzonitrile). The yield is 66.3%. RXN SMILES: F[C:2]1[CH:9]=[CH:8][C:7]([N+:10]([O-:12])=[O:11])=[CH:6][C:3]=1[C:4]#[N:5].[NH2:13][C:14]1[CH:15]=[C:16]([OH:20])[CH:17]=[CH:18][CH:19]=1.C(=O)([O-])[O-].[K+].[K+]>CN(C)C=O>[NH2:13][C:14]1[CH:15]=[C:16]([CH:17]=[CH:18][CH:19]=1)[O:20][C:2]1[CH:9]=[CH:8][C:7]([N+:10]([O-:12])=[O:11])=[CH:6][C:3]=1[C:4]#[N:5] |f:2.3.4|. Procedure details: To a solution of 2-fluoro-5-nitrobenzonitrile (5.00 g, 30.1 mmol) and 3-aminophenol (3.28 g, 30.1 mmol) in N,N-dimethylformamide (30 ml) was added potassium carbonate (6.23 g, 45.2 mmol), and the mixture was stirred at 60° C. for 2 hr. The reaction mixture was cooled to room temperature, insoluble material was filtered off and washed with ethyl acetate (150 mL). The filtrate and washings were combined and the mixture was concentrated under reduced pressure. The obtained residue was diluted with ... The reactants are C(CC)NC([C@H](NC(=O)OCC1=CC=CC=C1)C)=O (benzyloxycarbonyl-D-alanine n-propylamide), [H][H] (hydrogen). Reagents/catalysts: [Pd] (palladium black). Solvent: C(C)O (ethanol). The product is C(CC)NC([C@H](N)C)=O (D-alanine n-propylamide). As a reaction SMILES: [CH2:1]([NH:4][C:5](=[O:19])[C@@H:6]([CH3:18])[NH:7]C(OCC1C=CC=CC=1)=O)[CH2:2][CH3:3].[H][H]>C(O)C.[Pd]>[CH2:1]([NH:4][C:5](=[O:19])[C@@H:6]([CH3:18])[NH2:7])[CH2:2][CH3:3]. Procedure details: 35.0 Parts of benzyloxycarbonyl-D-alanine n-propylamide is dissolved in ethanol. Then, palladium black catalyst is added and the mixture is shaken at about 60 psi at room temperature for several hours or until one molecular equivalent of hydrogen has been absorbed. The catalyst is removed by filtration, and the resulting solution is decolorized with charcoal. Removal of the solvents under reduced pressure affords, as an oil, D-alanine n-propylamide.